This data is from the Open Reaction Database (ORD), a public repository of structured organic reaction records. The task is: describe an organic reaction: reactants, conditions, products, and yield The reactants are CC(C)(C)OC(=O)NC1(Cl)C=CC=NC1, O=C([O-])[O-], C=CCBr, [Cs+], [Cs+], CN(C)C=O. Yields the product C=CCN(C(=O)OC(C)(C)C)C1(Cl)C=CC=NC1. RXN SMILES: [C:1]([CH3:2])([CH3:3])([CH3:4])[O:5][C:6]([NH:7][C:8]1([Cl:14])[CH2:9][N:10]=[CH:11][CH:12]=[CH:13]1)=[O:15].[C:20](=[O:21])([O-:22])[O-:23].[CH2:16]([CH:17]=[CH2:18])[Br:19].[Cs+:24].[Cs+:25].[O:26]=[CH:27][N:28]([CH3:29])[CH3:30]>>[C:1]([CH3:2])([CH3:3])([CH3:4])[O:5][C:6]([N:7]([C:8]1([Cl:14])[CH2:9][N:10]=[CH:11][CH:12]=[CH:13]1)[CH2:18][CH:17]=[CH2:16])=[O:15]. Procedure details: To a solution of methanesulfonic acid (S)-2-tert-butoxycarbonylamino-4,4-dimethyl-pentyl ester (250 mg, 0.380 mmol) under nitrogen atmosphere in DME (4 mL) were added successively sodium iodide (569 mg, 3.80 mmol) and zinc powder (248 mg, 3.80 mmol). The dark mixture was stirred at RT overnight. After completion of the reaction a saturated aqueous solution of NH4Cl (3 mL) was slowly added, followed by CH2Cl2 (3 mL) and the resulting biphasic mixture was stirred at RT for 30 min. Few crystals of ... Reagents/catalysts: [Zn] (zinc). Run in COCCOC (DME). Yields the product C(C)(C)(C)OC(N[C@@H](CC(C)(C)C)C)=O (((R)-1,3,3-Trimethyl-butyl)-carbamic acid tert-butyl ester). Reaction SMILES: [C:1]([O:5][C:6]([NH:8][C@@H:9]([CH2:16][C:17]([CH3:20])([CH3:19])[CH3:18])[CH2:10]OS(C)(=O)=O)=[O:7])([CH3:4])([CH3:3])[CH3:2].[I-].[Na+].[NH4+].[Cl-].C(Cl)Cl>COCCOC.[Zn]>[C:1]([O:5][C:6](=[O:7])[NH:8][C@H:9]([CH3:10])[CH2:16][C:17]([CH3:20])([CH3:19])[CH3:18])([CH3:4])([CH3:3])[CH3:2] |f:1.2,3.4|. Reactants: C(C)(C)(C)OC(=O)N[C@H](COS(=O)(=O)C)CC(C)(C)C (methanesulfonic acid (S)-2-tert-butoxycarbonylamino-4,4-dimethyl-pentyl ester), [I-].[Na+] (sodium iodide), C(Cl)Cl (CH2Cl2), [NH4+].[Cl-] (NH4Cl). Reaction conditions: time 8 hour. Starting materials: C([O-])([O-])=O.[K+].[K+] (potassium carbonate), CC1=CC=C(C=C1)S(=O)(=O)[O-].C1=CC=[NH+]C=C1 (PPTS), C(C)(=O)OCCC1(C(CCC1)=O)C(=O)OC (2-(2-Acetoxyethyl)-2-methoxycarbonylcyclopentanone). Solvent: CO (methanol). Product: 167, COC12OCCC2(CCC1)C(=O)OC (1-methoxy-5-methoxycarbonyl-2-oxabicyclo[3.3.0]octane). Yield: 85.0%. RXN SMILES: [CH3:1]C1C=CC(S([O-])(=O)=O)=CC=1.C1C=C[NH+]=CC=1.C([O:21][CH2:22][CH2:23][C:24]1([C:30]([O:32][CH3:33])=[O:31])[CH2:28][CH2:27][CH2:26][C:25]1=[O:29])(=O)C.C(=O)([O-])[O-].[K+].[K+]>CO>[CH3:1][O:29][C:25]12[CH2:26][CH2:27][CH2:28][C:24]1([C:30]([O:32][CH3:33])=[O:31])[CH2:23][CH2:22][O:21]2 |f:0.1,3.4.5|. Procedure details: A reaction vessel was charged with 1,580 parts of methanol, 25 parts of PPTS, 228 parts of 2-(2-acetoxyethyl)-2-methoxycarbonylcyclopentanone (12) obtained in Preparation Example 2 at room temperature. The mixture was refluxed for three hours with stirring. After cooling the reaction solution to room temperature, 30 parts of potassium carbonate was added and the mixture was stirred for one hour at room temperature. Insoluble matters were removed by filtration, the filtrate was washed with a brin... The reactants are FC(C(=O)NC1=C(C(=O)NC(C)C2=CN=C(N=N2)NC2=CC(=C(C(=C2)OC)OC)OC)C=CC=C1)(F)F (2-[(trifluoroacetyl)amino]-N-(1-{3-[(3,4,5-trimethoxyphenyl)amino]-1,2,4-triazin-6-yl}ethyl)benzamide), FC(C(=O)NC1=C(C(=O)NC(C)C2=CN=C(N=N2)NC2=CC(=C(C(=C2)OC)OC)OC)C=CC=C1)(F)F (2-[(trifluoroacetyl)amino]-N-(1-{3-[(3,4,5-trimethoxyphenyl)amino]-1,2,4-triazin-6-yl}ethyl)benzamide), P(=O)(Cl)(Cl)Cl (phosphorus oxychloride). The solvent is ClCCCl (1,2-dichloroethane). Yields the product FC(C(=O)NC1=C(C=CC=C1)C1=NC(=C2C=NC(=NN21)NC2=CC(=C(C(=C2)OC)OC)OC)C)(F)F (2,2,2-trifluoro-N-(2-{5-methyl-2-[(3,4,5-trimethoxyphenyl)amino]imidazo[5,1-f][1,2,4]triazin-7-yl}phenyl)acetamide). Yield: 10.4%. RXN SMILES: [F:1][C:2]([F:37])([F:36])[C:3]([NH:5][C:6]1[CH:35]=[CH:34][CH:33]=[CH:32][C:7]=1[C:8]([NH:10][CH:11]([C:13]1[N:18]=[N:17][C:16]([NH:19][C:20]2[CH:25]=[C:24]([O:26][CH3:27])[C:23]([O:28][CH3:29])=[C:22]([O:30][CH3:31])[CH:21]=2)=[N:15][CH:14]=1)[CH3:12])=O)=[O:4].P(Cl)(Cl)(Cl)=O>ClCCCl>[F:1][C:2]([F:37])([F:36])[C:3]([NH:5][C:6]1[CH:35]=[CH:34][CH:33]=[CH:32][C:7]=1[C:8]1[N:18]2[C:13]([CH:14]=[N:15][C:16]([NH:19][C:20]3[CH:25]=[C:24]([O:26][CH3:27])[C:23]([O:28][CH3:29])=[C:22]([O:30][CH3:31])[CH:21]=3)=[N:17]2)=[C:11]([CH3:12])[N:10]=1)=[O:4]. Procedure details: In a similar manner as described for Example 1, 2-[(trifluoroacetyl)amino]-N-(1-{3-[(3,4,5-trimethoxyphenyl)amino]-1,2,4-triazin-6-yl}ethyl)benzamide (Intermediate 16) (0.118 g, 0.23 mmol) in 1,2-dichloroethane (30 mL) and phosphorus oxychloride (1.0 mL, 11 mmol) gave 2,2,2-trifluoro-N-(2-{5-methyl-2-[(3,4,5-trimethoxyphenyl)amino]imidazo[5,1-f][1,2,4]triazin-7-yl}phenyl)acetamide (0.012 g) as a yellow solid. 1H NMR (CDCl3): δ13.87 (s, 1H), 8.91 (dd, J=8.0, 1.4 Hz, 1H), 8.88 (s, 1H), 8.63 (dd, J... Reactants: COC(=O)CS(=O)(=O)Cl, c1ccc(C2CCNCC2)cc1. The product is COC(=O)CS(=O)(=O)N1CCC(c2ccccc2)CC1. RXN SMILES: [Cl:13][S:14](=[O:15])(=[O:16])[CH2:17][C:18](=[O:19])[O:20][CH3:21].[c:1]1([CH:7]2[CH2:8][CH2:9][NH:10][CH2:11][CH2:12]2)[cH:2][cH:3][cH:4][cH:5][cH:6]1>>[c:1]1([CH:7]2[CH2:8][CH2:9][N:10]([S:14](=[O:15])(=[O:16])[CH2:17][C:18](=[O:19])[O:20][CH3:21])[CH2:11][CH2:12]2)[cH:2][cH:3][cH:4][cH:5][cH:6]1. Starting materials: C(C(=C)C)(=O)OC (methyl methacrylate), CCCCC(CC)COC(=O)CC(C(=O)OCC(CC)CCCC)S(=O)(=O)[O-].[Na+] (dioctyl ester of sodium sulfosuccinic acid), N(=NC(C#N)(CC(C)C)C)C(C#N)(CC(C)C)C (2,2'-azobis(2,4-dimethylvaleronitrile)), C(C(=C)C)(=O)OCCOC(C(=C)C)=O (ethylene glycol dimethacrylate), CCCCCCCCCCCCCCCC (hexadecane), CC(C)(C#N)N=NC(C)(C)C#N (Vazo). Run at time 16 hour. Product: CC(=C)C(=O)OC.CC(=C)C(=O)OCCOC(=O)C(=C)C (Poly(methyl methacrylate-co-ethylene glycol dimethacrylate)). Reaction SMILES: [C:1]([O:6][CH3:7])(=[O:5])[C:2]([CH3:4])=[CH2:3].[C:8]([O:13][CH2:14][CH2:15][O:16][C:17](=[O:21])[C:18]([CH3:20])=[CH2:19])(=[O:12])[C:9]([CH3:11])=[CH2:10].CCCCCCCCCCCCCCCC.CCCCC(COC(CC(S([O-])(=O)=O)C(OCC(CCCC)CC)=O)=O)CC.[Na+].N(C(C)(CC(C)C)C#N)=NC(C)(CC(C)C)C#N.CC(N=NC(C#N)(C)C)(C#N)C>>[CH3:4][C:2]([C:1]([O:6][CH3:7])=[O:5])=[CH2:3].[CH3:11][C:9]([C:8]([O:13][CH2:14][CH2:15][O:16][C:17]([C:18]([CH3:20])=[CH2:19])=[O:21])=[O:12])=[CH2:10] |f:3.4,7.8|. Procedure: To a beaker are added the following ingredients: 632 g methyl methacrylate, 168 g ethylene glycol dimethacrylate, 20 g hexadecane, 266 g Ultraviolet Ray Absorber I, 28.8 g Aerosol OT-100 (dioctyl ester of sodium sulfosuccinic acid) and 16 g 2,2'-azobis(2,4-dimethylvaleronitrile) sold by DuPont under the trade name Vazo 52. The ingredients are stirred until all the solids are dissolved. This solution is added to 3360 g distilled water and stirred with a marine prop type agitator for 5 minutes. Th...